This data is from the Open Reaction Database (ORD), a public repository of structured organic reaction records. The task is: describe an organic reaction: reactants, conditions, products, and yield Reactants: C(C=C(C)C)OC1=C(C(=O)O)C=CC=N1 (2-prenyloxynicotinic acid), NCC1N(CCC1)CC (2-aminomethyl-1-ethylpyrrolidine). The product is C(C)N1C(CCC1)CNC(C1=C(N=CC=C1)OCC=C(C)C)=O (1-ethyl-2-(2-prenyloxynicotinoylaminomethyl)pyrrolidine). The yield is 92.0%. Reaction SMILES: [CH2:1]([O:6][C:7]1[N:15]=[CH:14][CH:13]=[CH:12][C:8]=1[C:9]([OH:11])=O)[CH:2]=[C:3]([CH3:5])[CH3:4].[NH2:16][CH2:17][CH:18]1[CH2:22][CH2:21][CH2:20][N:19]1[CH2:23][CH3:24]>>[CH2:23]([N:19]1[CH2:20][CH2:21][CH2:22][CH:18]1[CH2:17][NH:16][C:9](=[O:11])[C:8]1[CH:12]=[CH:13][CH:14]=[N:15][C:7]=1[O:6][CH2:1][CH:2]=[C:3]([CH3:4])[CH3:5])[CH3:24]. Procedure details: In a manner identical to Example 15, 2-prenyloxynicotinic acid (1.00 g) was subjected to a condensation reaction with 2-aminomethyl-1-ethylpyrrolidine (0.63 g), thereby yielding 1.41 g (92%) of the aimed compound. The reactants are Cc1ccc(Br)c(F)n1, O=C([O-])[O-], CC(C)S(=O)(=O)NC1Cc2ccc(B3OC(C)(C)C(C)(C)O3)cc2C1, [Na+], [Na+], C1COCCO1, O, c1ccc(P(c2ccccc2)(c2ccccc2)[Pd](P(c2ccccc2)(c2ccccc2)c2ccccc2)(P(c2ccccc2)(c2ccccc2)c2ccccc2)P(c2ccccc2)(c2ccccc2)c2ccccc2)cc1. The product is Cc1ccc(-c2ccc3c(c2)CC(NS(=O)(=O)C(C)C)C3)c(F)n1. RXN SMILES: [Br:26][c:27]1[c:28]([F:34])[n:29][c:30]([CH3:33])[cH:31][cH:32]1.[C:35](=[O:36])([O-:37])[O-:38].[CH3:1][C:2]1([CH3:3])[C:4]([CH3:5])([CH3:6])[O:7][B:8]([c:9]2[cH:10][c:11]3[c:15]([cH:16][cH:17]2)[CH2:14][CH:13]([NH:18][S:19](=[O:20])(=[O:21])[CH:22]([CH3:23])[CH3:24])[CH2:12]3)[O:25]1.[Na+:39].[Na+:40].[O:41]1[CH2:42][CH2:43][O:44][CH2:45][CH2:46]1.[OH2:47].[cH:48]1[cH:49][cH:50][c:51]([P:52]([Pd:53]([P:54]([c:55]2[cH:56][cH:57][cH:58][cH:59][cH:60]2)([c:61]2[cH:62][cH:63][cH:64][cH:65][cH:66]2)[c:67]2[cH:68][cH:69][cH:70][cH:71][cH:72]2)([P:73]([c:74]2[cH:75][cH:76][cH:77][cH:78][cH:79]2)([c:80]2[cH:81][cH:82][cH:83][cH:84][cH:85]2)[c:86]2[cH:87][cH:88][cH:89][cH:90][cH:91]2)[P:92]([c:93]2[cH:94][cH:95][cH:96][cH:97][cH:98]2)([c:99]2[cH:100][cH:101][cH:102][cH:103][cH:104]2)[c:105]2[cH:106][cH:107][cH:108][cH:109][cH:110]2)([c:111]2[cH:112][cH:113][cH:114][cH:115][cH:116]2)[c:117]2[cH:118][cH:119][cH:120][cH:121][cH:122]2)[cH:123][cH:124]1>>[c:9]1(-[c:27]2[c:28]([F:34])[n:29][c:30]([CH3:33])[cH:31][cH:32]2)[cH:10][c:11]2[c:15]([cH:16][cH:17]1)[CH2:14][CH:13]([NH:18][S:19](=[O:20])(=[O:21])[CH:22]([CH3:23])[CH3:24])[CH2:12]2. Reactants: CO, O=C(OCc1ccccc1)N1CCC(OC2CCCCO2)C1. As a reaction SMILES: [CH3:23][OH:24].[O:1]1[CH:2]([O:7][CH:8]2[CH2:9][N:10]([C:13]([O:14][CH2:15][c:16]3[cH:17][cH:18][cH:19][cH:20][cH:21]3)=[O:22])[CH2:11][CH2:12]2)[CH2:3][CH2:4][CH2:5][CH2:6]1>>[O:1]1[CH:2]([O:7][CH:8]2[CH2:9][NH:10][CH2:11][CH2:12]2)[CH2:3][CH2:4][CH2:5][CH2:6]1. Yields the product C1CCC(OC2CCNC2)OC1. The reactants are 5.c, Cl (HCl), COC1=CC=C(C=C1)C1(OCCO1)CCCOCCC1=CC=CC=C1 (2-(4-methoxyphenyl)-2-[3-(2-phenylethoxy)propyl]-1,3-dioxolane), CCCCCCC.CCOCC (heptane ether). Solvent: C1CCOC1 (THF). Product: COC1=CC=C(C=C1)C(CCCOCCC1=CC=CC=C1)=O (1-(4-methoxyphenyl)-4-(2-phenylethoxy)-1-butanone). The yield is 77.6%. RXN SMILES: Cl.[CH3:2][O:3][C:4]1[CH:9]=[CH:8][C:7]([C:10]2([CH2:15][CH2:16][CH2:17][O:18][CH2:19][CH2:20][C:21]3[CH:26]=[CH:25][CH:24]=[CH:23][CH:22]=3)OCC[O:11]2)=[CH:6][CH:5]=1.CCCCCCC.CCOCC>C1COCC1>[CH3:2][O:3][C:4]1[CH:5]=[CH:6][C:7]([C:10](=[O:11])[CH2:15][CH2:16][CH2:17][O:18][CH2:19][CH2:20][C:21]2[CH:22]=[CH:23][CH:24]=[CH:25][CH:26]=2)=[CH:8][CH:9]=1 |f:2.3|. Procedure: This compound was synthesized as described under 5.c) with 0.8 ml of HCl (1N) and 0.65 g (1.9 mmol) of 2-(4-methoxyphenyl)-2-[3-(2-phenylethoxy)propyl]-1,3-dioxolane obtained under a) in 50 ml of THF. Column chromatography (SiO2, heptane/ether 4:1) gave 0.44 g (78%) of white crystals. Starting materials: Cc1ccc(-c2cc(NS(=O)(=O)c3ccccc3C)c(C(=O)OC(C)(C)C)s2)cc1, CCCCCC, ClCCl, O=C(O)C(F)(F)F. Product: Cc1ccc(-c2cc(NS(=O)(=O)c3ccccc3C)c(C(=O)O)s2)cc1. RXN SMILES: [C:1]([CH3:2])([CH3:3])([CH3:4])[O:5][C:6](=[O:7])[c:8]1[s:9][c:10](-[c:24]2[cH:25][cH:26][c:27]([CH3:30])[cH:28][cH:29]2)[cH:11][c:12]1[NH:13][S:14](=[O:15])(=[O:16])[c:17]1[c:18]([CH3:23])[cH:19][cH:20][cH:21][cH:22]1.[CH3:41][CH2:42][CH2:43][CH2:44][CH2:45][CH3:46].[Cl:38][CH2:39][Cl:40].[F:31][C:32]([F:33])([F:34])[C:35]([OH:36])=[O:37]>>[O:5]=[C:6]([OH:7])[c:8]1[s:9][c:10](-[c:24]2[cH:25][cH:26][c:27]([CH3:30])[cH:28][cH:29]2)[cH:11][c:12]1[NH:13][S:14](=[O:15])(=[O:16])[c:17]1[c:18]([CH3:23])[cH:19][cH:20][cH:21][cH:22]1. Starting materials: CC(C)N1CCC(Oc2ccc3c(c2)cc(C(=O)N2CCNCC2)n3C(C)C)CC1, Cl, O=S(=O)(Cl)C(F)(F)F. Yields the product CC(C)N1CCC(Oc2ccc3c(c2)cc(C(=O)N2CCN(S(=O)(=O)C(F)(F)F)CC2)n3C(C)C)CC1. RXN SMILES: [CH:2]([CH3:3])([CH3:4])[n:5]1[c:6]([C:24](=[O:25])[N:26]2[CH2:27][CH2:28][NH:29][CH2:30][CH2:31]2)[cH:7][c:8]2[cH:9][c:10]([O:14][CH:15]3[CH2:16][CH2:17][N:18]([CH:21]([CH3:22])[CH3:23])[CH2:19][CH2:20]3)[cH:11][cH:12][c:13]12.[ClH:1].[F:32][C:33]([S:34](=[O:35])(=[O:36])[Cl:37])([F:38])[F:39]>>[CH:2]([CH3:3])([CH3:4])[n:5]1[c:6]([C:24](=[O:25])[N:26]2[CH2:27][CH2:28][N:29]([S:34]([C:33]([F:32])([F:38])[F:39])(=[O:35])=[O:36])[CH2:30][CH2:31]2)[cH:7][c:8]2[cH:9][c:10]([O:14][CH:15]3[CH2:16][CH2:17][N:18]([CH:21]([CH3:22])[CH3:23])[CH2:19][CH2:20]3)[cH:11][cH:12][c:13]12. Starting materials: ClC=1C=C(C=CC1)CCCN(C(NC=1SC(=CN1)SCC(=O)O)=O)[C@@H]1CC[C@H](CC1)C ({2[-3-[3-(3-chloro-phenyl)-propyl]-3-(trans-4-methyl-cyclohexyl)-ureido]-thiazol-5-ylsulfanyl}-acetic acid), FC1=CC=C(C=C1)CCC(=O)O (3-(4-fluoro-phenyl)-propanoic-acid), C(C)OC(C(C)(C)SC1=CN=C(S1)N)=O (2-(2-amino-thiazol-5-ylsulfanyl)-2-methyl-propionic acid ethyl ester). Yields the product FC1=CC=C(C=C1)CCCN(C(NC=1SC(=CN1)SC(C(=O)O)(C)C)=O)[C@@H]1CC[C@H](CC1)C (2-{2-[3-[3-(4-Fluoro-phenyl)-propyl]-3-(trans-4-methyl-cyclohexyl)-ureido]-thiazol-5-ylsulfanyl}-2-methyl-propionic acid). RXN SMILES: ClC1C=C(CCC[N:11]([C@H:25]2[CH2:30][CH2:29][C@H:28]([CH3:31])[CH2:27][CH2:26]2)[C:12](=[O:24])NC2SC(SCC(O)=O)=CN=2)C=CC=1.[F:32][C:33]1[CH:38]=[CH:37][C:36]([CH2:39][CH2:40][C:41](O)=O)=[CH:35][CH:34]=1.C([O:46][C:47](=[O:58])[C:48]([S:51][C:52]1[S:56][C:55]([NH2:57])=[N:54][CH:53]=1)([CH3:50])[CH3:49])C>>[F:32][C:33]1[CH:34]=[CH:35][C:36]([CH2:39][CH2:40][CH2:41][N:11]([C@H:25]2[CH2:30][CH2:29][C@H:28]([CH3:31])[CH2:27][CH2:26]2)[C:12](=[O:24])[NH:57][C:55]2[S:56][C:52]([S:51][C:48]([CH3:49])([CH3:50])[C:47]([OH:46])=[O:58])=[CH:53][N:54]=2)=[CH:37][CH:38]=1. Procedure details: The compound was prepared following an analogous procedure to the one described for the synthesis of {2[-3-[3-(3-chloro-phenyl)-propyl]-3-(trans-4-methyl-cyclohexyl)-ureido]-thiazol-5-ylsulfanyl}-acetic acid using 3-(4-fluoro-phenyl)-propanoic-acid and 2-(2-amino-thiazol-5-ylsulfanyl)-2-methyl-propionic acid ethyl ester.